Dataset: the Open Reaction Database (ORD), a public repository of structured organic reaction records. Task: describe an organic reaction: reactants, conditions, products, and yield Reactants: CC(=O)Cl, CCN(C(C)C)C(C)C, ClCCl, Cc1cc2c(=O)[nH]c(Cn3cc(CN)c(C(F)(F)F)n3)nc2s1. Product: CC(=O)NCc1cn(Cc2nc3sc(C)cc3c(=O)[nH]2)nc1C(F)(F)F. As a reaction SMILES: [CH3:33][C:34]([Cl:35])=[O:36].[CH:24]([N:25]([CH2:26][CH3:27])[CH:28]([CH3:29])[CH3:30])([CH3:31])[CH3:32].[Cl:37][CH2:38][Cl:39].[NH2:1][CH2:2][c:3]1[c:4]([C:20]([F:21])([F:22])[F:23])[n:5][n:6]([CH2:8][c:9]2[nH:10][c:11](=[O:19])[c:12]3[c:13]([n:14]2)[s:15][c:16]([CH3:18])[cH:17]3)[cH:7]1>>[NH:1]([CH2:2][c:3]1[c:4]([C:20]([F:21])([F:22])[F:23])[n:5][n:6]([CH2:8][c:9]2[nH:10][c:11](=[O:19])[c:12]3[c:13]([n:14]2)[s:15][c:16]([CH3:18])[cH:17]3)[cH:7]1)[C:34]([CH3:33])=[O:36]. Reactants: C[C@H]1CCNC(C=2N1C=1C=C(C=CC1C2)C(=O)OCC)=O (ethyl (5S)-5-methyl-1-oxo-2,3,4,5-tetrahydro-1H-[1,4]diazepino[1,2-a]indole-8-carboxylate), [OH-].[Na+] (NaOH). Solvent: C(C)O (ethanol). Yields the product C[C@H]1CCNC(C=2N1C=1C=C(C=CC1C2)C(=O)O)=O ((5S)-5-methyl-1-oxo-2,3,4,5-tetrahydro-1H-[1,4]diazepino[1,2-a]indole-8-carboxylic acid). The yield is 98.2%. RXN SMILES: [CH3:1][C@@H:2]1[N:8]2[C:9]3[CH:10]=[C:11]([C:16]([O:18]CC)=[O:17])[CH:12]=[CH:13][C:14]=3[CH:15]=[C:7]2[C:6](=[O:21])[NH:5][CH2:4][CH2:3]1.[OH-].[Na+]>C(O)C>[CH3:1][C@@H:2]1[N:8]2[C:9]3[CH:10]=[C:11]([C:16]([OH:18])=[O:17])[CH:12]=[CH:13][C:14]=3[CH:15]=[C:7]2[C:6](=[O:21])[NH:5][CH2:4][CH2:3]1 |f:1.2|. Procedure details: To a solution of ethyl (5S)-5-methyl-1-oxo-2,3,4,5-tetrahydro-1H-[1,4]diazepino[1,2-a]indole-8-carboxylate (1.9 g, 6.7 mmol) in ethanol (75 mL) is added 1N NaOH solution (16 mL, 16 mmol). The reaction mixture is refluxed for 1.5 h and cooled to room temperature. The ethanol is removed under vacuum and the residue is diluted with water. The mixture is acidified with aqueous 1N HCl solution the resulting solid is collected by filtration, rinsed with water and dried to afford the title compound (1.... Starting materials: O(C1=CC=CC=C1)C1=CC=C(C=C1)S(=O)C1=CC=C(C=C1)OC1=CC=CC=C1 (bis-(4-phenoxyphenyl)sulfoxide), C1(=CC=CC=C1)OC1=CC=CC=C1 (diphenyl ether), CS(=O)(=O)O (methane sulfonic acid), C(Cl)(Cl)Cl (chloroform), ice water. Reaction conditions: temperature 100 celsius. The product is CS(=O)(=O)[O-].O(C1=CC=CC=C1)C1=CC=C(C=C1)[S+](C1=CC=C(C=C1)OC1=CC=CC=C1)C1=CC=C(C=C1)OC1=CC=CC=C1 (tris-(4-phenoxyphenyl)sulfonium methane sulfonate). Isolated yield 131.3%. RXN SMILES: [O:1]([C:8]1[CH:13]=[CH:12][C:11]([S:14]([C:16]2[CH:21]=[CH:20][C:19]([O:22][C:23]3[CH:28]=[CH:27][CH:26]=[CH:25][CH:24]=3)=[CH:18][CH:17]=2)=O)=[CH:10][CH:9]=1)[C:2]1[CH:7]=[CH:6][CH:5]=[CH:4][CH:3]=1.[C:29]1([O:35][C:36]2[CH:41]=[CH:40][CH:39]=[CH:38][CH:37]=2)[CH:34]=[CH:33][CH:32]=[CH:31][CH:30]=1.[CH3:42][S:43]([OH:46])(=[O:45])=[O:44].C(Cl)(Cl)Cl>>[CH3:42][S:43]([O-:46])(=[O:45])=[O:44].[O:1]([C:8]1[CH:13]=[CH:12][C:11]([S+:14]([C:39]2[CH:40]=[CH:41][C:36]([O:35][C:29]3[CH:34]=[CH:33][CH:32]=[CH:31][CH:30]=3)=[CH:37][CH:38]=2)[C:16]2[CH:21]=[CH:20][C:19]([O:22][C:23]3[CH:28]=[CH:27][CH:26]=[CH:25][CH:24]=3)=[CH:18][CH:17]=2)=[CH:10][CH:9]=1)[C:2]1[CH:7]=[CH:6][CH:5]=[CH:4][CH:3]=1 |f:4.5|. Reported procedure: A mixture of 42.51 g of bis-(4-phenoxyphenyl)sulfoxide, 187.23 g of diphenyl ether and 105.71 g of methane sulfonic acid was heated at 100° C. for 24 hours with stirring. The mixture was poured into 700 g of ice water and the resultant aqueous and sulfonium layers extracted four times with 200-ml portions of ether and five times with 200-ml portions of chloroform. The combined chloroform extracts were dried with magnesium sulfate and the chloroform removed on a rotary evaporator to give 91.66 g ... Starting materials: C(C)(C)(C)OC(CN1C(=NC2=C1C=CC(=C2)N(S(=O)(=O)C2=CC=C(C=C2)F)CC2=CC=C(C=C2)Cl)CCC)=O ({5-[(4-Chloro-benzyl)-(4-fluoro-benzenesulfonyl)-amino]-2-propyl-benzoimidazol-1-yl}-acetic acid tert-butyl ester), C(=O)(C(F)(F)F)O (TFA). The product is ClC1=CC=C(CN(C2=CC3=C(N(C(=N3)CCC)CC(=O)O)C=C2)S(=O)(=O)C2=CC=C(C=C2)F)C=C1 ({5-[(4-Chloro-benzyl)-(4-fluoro-benzenesulfonyl)-amino]-2-propyl-benzoimidazol-1-yl}-acetic acid). As a reaction SMILES: C([O:5][C:6](=[O:39])[CH2:7][N:8]1[C:12]2[CH:13]=[CH:14][C:15]([N:17]([CH2:28][C:29]3[CH:34]=[CH:33][C:32]([Cl:35])=[CH:31][CH:30]=3)[S:18]([C:21]3[CH:26]=[CH:25][C:24]([F:27])=[CH:23][CH:22]=3)(=[O:20])=[O:19])=[CH:16][C:11]=2[N:10]=[C:9]1[CH2:36][CH2:37][CH3:38])(C)(C)C.C(O)(C(F)(F)F)=O>>[Cl:35][C:32]1[CH:31]=[CH:30][C:29]([CH2:28][N:17]([S:18]([C:21]2[CH:22]=[CH:23][C:24]([F:27])=[CH:25][CH:26]=2)(=[O:20])=[O:19])[C:15]2[CH:14]=[CH:13][C:12]3[N:8]([CH2:7][C:6]([OH:39])=[O:5])[C:9]([CH2:36][CH2:37][CH3:38])=[N:10][C:11]=3[CH:16]=2)=[CH:34][CH:33]=1. Procedure: {5-[(4-Chloro-benzyl)-(4-fluoro-benzenesulfonyl)-amino]-2-propyl-benzoimidazol-1-yl}-acetic acid tert-butyl ester was treated with TFA (2 mL) for 2 hours, concentrated, and purified by preparative LCMS to give the title compound. 1H NMR (d6-DMSO) δ7.72 (m, 2H), 7.48 (m, 2H), 7.31 (m, 4H), 7.18 (d, 1H), 7.08 (d, 1H), 6.72 (dd, 1H), 4.81 (s, 2H), 4.35 (s, 2H), 2.67 (t, 2H), 1.72 (m, 2H), 0.94 (t, 3H). MS calculated for C25H23FClN3O4S—H: 514, observed: 514.